Dataset: the Open Reaction Database (ORD), a public repository of structured organic reaction records. Task: describe an organic reaction: reactants, conditions, products, and yield Starting materials: Na(AcO)3BH, [O-]S(=O)(=O)[O-].[Mg+2] (MgSO4), ClC=1C(=CC2=C(N(C(=N2)CCCC=O)COCC[Si](C)(C)C)C1)C(F)(F)F (4-[6-chloro-5-(trifluoromethyl)-1-{[2-(trimethylsilyl)ethoxy]methyl}-1H-1,3-benzodiazol-2-yl]butanal), CC1(O[C@@H]2[C@H](O1)[C@H](C[C@H]2N2C=CC1=C2N=CN=C1NC1CC1)CNC(C)C)C (7-[(3aS,4R,6R,6aR)-2,2-dimethyl-6-[(propan-2-ylamino)methyl]-hexahydrocyclopenta[d][1,3]dioxol-4-yl]-N-cyclopropyl-7H-pyrrolo[2,3-d]pyrimidin-4-amine), C(=O)(O)[O-].[Na+] (NaHCO3). The solvent is ClCCCl (DCE), [Cl-].[Na+].O (Brine). Conditions: time 15 minute. Yields the product ClC=1C(=CC2=C(N(C(=N2)CCCCN(C(C)C)C[C@H]2C[C@H]([C@H]3[C@@H]2OC(O3)(C)C)N3C=CC2=C3N=CN=C2NC2CC2)COCC[Si](C)(C)C)C1)C(F)(F)F (7-[(3aS,4R,6R,6aR)-6-[({4-[6-chloro-5-(trifluoromethyl)-1-{[2-(trimethylsilyl)-ethoxy]methyl}-1H-1,3-benzodiazol-2-yl]butyl}(propan-2-yl)amino)methyl]-2,2-dimethyl-hexahydrocyclopenta[d][1,3]dioxol-4-yl]-N-cyclopropyl-7H-pyrrolo[2,3-d]pyrimidin-4-amine). Isolated yield 35.9%. RXN SMILES: [O-]S([O-])(=O)=O.[Mg+2].[Cl:7][C:8]1[C:9]([C:30]([F:33])([F:32])[F:31])=[CH:10][C:11]2[N:15]=[C:14]([CH2:16][CH2:17][CH2:18][CH:19]=O)[N:13]([CH2:21][O:22][CH2:23][CH2:24][Si:25]([CH3:28])([CH3:27])[CH3:26])[C:12]=2[CH:29]=1.[CH3:34][C:35]1([CH3:61])[O:39][C@@H:38]2[C@@H:40]([CH2:56][NH:57][CH:58]([CH3:60])[CH3:59])[CH2:41][C@@H:42]([N:43]3[C:47]4[N:48]=[CH:49][N:50]=[C:51]([NH:52][CH:53]5[CH2:55][CH2:54]5)[C:46]=4[CH:45]=[CH:44]3)[C@@H:37]2[O:36]1.C([O-])(O)=O.[Na+]>ClCCCl.[Cl-].[Na+].O>[Cl:7][C:8]1[C:9]([C:30]([F:33])([F:31])[F:32])=[CH:10][C:11]2[N:15]=[C:14]([CH2:16][CH2:17][CH2:18][CH2:19][N:57]([CH2:56][C@@H:40]3[C@H:38]4[O:39][C:35]([CH3:61])([CH3:34])[O:36][C@H:37]4[C@H:42]([N:43]4[C:47]5[N:48]=[CH:49][N:50]=[C:51]([NH:52][CH:53]6[CH2:55][CH2:54]6)[C:46]=5[CH:45]=[CH:44]4)[CH2:41]3)[CH:58]([CH3:59])[CH3:60])[N:13]([CH2:21][O:22][CH2:23][CH2:24][Si:25]([CH3:27])([CH3:26])[CH3:28])[C:12]=2[CH:29]=1 |f:0.1,4.5,7.8.9|. Procedure: MgSO4 (450 mg, 3.74 mmol) was added to a solution of 4-[6-chloro-5-(trifluoromethyl)-1-{[2-(trimethylsilyl)ethoxy]methyl}-1H-1,3-benzodiazol-2-yl]butanal (189 mg, 0.45 mmol) and 7-[(3aS,4R,6R,6aR)-2,2-dimethyl-6-[(propan-2-ylamino)methyl]-hexahydrocyclopenta[d][1,3]dioxol-4-yl]-N-cyclopropyl-7H-pyrrolo[2,3-d]pyrimidin-4-amine (145 mg, 0.37 mmol) in DCE (10 ml) at RT and stirred for 15 mins. Na(AcO)3BH (111 mg, 0.52 mmol) was then added and continued stirring at RT for 2 hours. Sat. NaHCO3 (30 ml... Reactants: BrC=1C=C(C=NC1)C=1C=C2CCC(N(C2=CC1)C)=O (6-(5-bromo-pyridin-3-yl)-1-methyl-3,4-dihydro-1H-quinolin-2-one), C(C)(C)(C)OC(=O)N1CCCC(=C1)B1OC(C(O1)(C)C)(C)C (5-(4,4,5,5-tetramethyl-[1,3,2]dioxaborolan-2-yl)-3,4-dihydro-2H-pyridine-1-carboxylic acid tert-butyl ester), CN1C(CCC2=CC(=CC=C12)B1OC(C(O1)(C)C)(C)C)=O (1-methyl-6-(4,4,5,5-tetramethyl-[1,3,2]dioxaborolan-2-yl)-3,4-dihydro-1H-quinolin-2-one), BrC=1C=NC=C(C1)Br (3,5-dibromo pyridine). Yields the product C(C)(C)(C)OC(=O)N1C=C(CCC1)C=1C=NC=C(C1)C=1C=C2CCC(N(C2=CC1)C)=O (5′-(1-Methyl-2-oxo-1,2,3,4-tetrahydro-quinolin-6-yl)-5,6-dihydro-4H-[3,3′]bipyridinyl-1-carboxylic acid tert-butyl ester). As a reaction SMILES: Br[C:2]1[CH:3]=[C:4]([C:8]2[CH:9]=[C:10]3[C:15](=[CH:16][CH:17]=2)[N:14]([CH3:18])[C:13](=[O:19])[CH2:12][CH2:11]3)[CH:5]=[N:6][CH:7]=1.CN1C2C(=CC(B3OC(C)(C)C(C)(C)O3)=CC=2)CCC1=O.BrC1C=NC=C(Br)C=1.[C:49]([O:53][C:54]([N:56]1[CH:61]=[C:60](B2OC(C)(C)C(C)(C)O2)[CH2:59][CH2:58][CH2:57]1)=[O:55])([CH3:52])([CH3:51])[CH3:50]>>[C:49]([O:53][C:54]([N:56]1[CH2:61][CH2:60][CH2:59][C:58]([C:2]2[CH:7]=[N:6][CH:5]=[C:4]([C:8]3[CH:9]=[C:10]4[C:15](=[CH:16][CH:17]=3)[N:14]([CH3:18])[C:13](=[O:19])[CH2:12][CH2:11]4)[CH:3]=2)=[CH:57]1)=[O:55])([CH3:52])([CH3:50])[CH3:51]. Procedure details: In analogy to the procedure described for the preparation of example 45, 6-(5-bromo-pyridin-3-yl)-1-methyl-3,4-dihydro-1H-quinolin-2-one (prepared from 1-methyl-6-(4,4,5,5-tetramethyl-[1,3,2]dioxaborolan-2-yl)-3,4-dihydro-1H-quinolin-2-one (intermediate A-1) and 3,5-dibromo pyridine also with a procedure as used for the preparation of example 45) has been coupled to 5-(4,4,5,5-tetramethyl-[1,3,2]dioxaborolan-2-yl)-3,4-dihydro-2H-pyridine-1-carboxylic acid tert-butyl ester to give the title compo...